This data is from the Open Reaction Database (ORD), a public repository of structured organic reaction records. The task is: describe an organic reaction: reactants, conditions, products, and yield The reactants are NC=1C=C(C(N(C1)C)=O)Cl (5-amino-3-chloro-1-methylpyridin-2(1H)-one), ClC1=CC=C(C=O)C=C1 (4-chlorobenzaldehyde), O=C(C(=O)OCC)CC(C)=O (ethyl 2,4-dioxovalerate). The product is C(C)(=O)C=1C(N(C(C1O)=O)C=1C=C(C(N(C1)C)=O)Cl)C1=CC=C(C=C1)Cl (5-(3-acetyl-2-(4-chlorophenyl)-4-hydroxy-5-oxo-2,5-dihydro-1H-pyrrol-1-yl)-3-chloro-1-methylpyridin-2(1H)-one). As a reaction SMILES: [NH2:1][C:2]1[CH:3]=[C:4]([Cl:10])[C:5](=[O:9])[N:6]([CH3:8])[CH:7]=1.[Cl:11][C:12]1[CH:19]=[CH:18][C:15]([CH:16]=O)=[CH:14][CH:13]=1.[O:20]=[C:21]([CH2:27][C:28](=[O:30])[CH3:29])[C:22](OCC)=[O:23]>>[C:28]([C:27]1[CH:16]([C:15]2[CH:18]=[CH:19][C:12]([Cl:11])=[CH:13][CH:14]=2)[N:1]([C:2]2[CH:3]=[C:4]([Cl:10])[C:5](=[O:9])[N:6]([CH3:8])[CH:7]=2)[C:22](=[O:23])[C:21]=1[OH:20])(=[O:30])[CH3:29]. Procedure details: The title compound was prepared in analogy to the procedure described in Step 57.1 using 5-amino-3-chloro-1-methylpyridin-2(1H)-one (Step 5.2), 4-chlorobenzaldehyde and ethyl 2,4-dioxovalerate at 120° C. for 1 hr. tR: 3.73 min (HPLC 1); tR: 0.74 min (LC-MS 2); ESI-MS: 393/395 [M+H]+ (LC-MS 2). The reactants are FC=1C(=CC(=C(C=O)C1)O)C (5-fluoro-2-hydroxy-4-methylbenzaldehyde), C(=O)([O-])[O-].[Cs+].[Cs+] (Cs2CO3), FC1=CC(=C(OCC#N)C=C1C)C=O (2-(4-fluoro-2-formyl-5-methylphenoxy)acetonitrile), BrCC#N (2-bromoacetonitrile). Solvent: C(C)#N (acetonitrile). Run at time 1 hour. Product: FC=1C(=CC2=C(C=C(O2)C#N)C1)C (5-fluoro-6-methylbenzofuran-2-carbonitrile). As a reaction SMILES: FC1C(C)=CC(O)=C(C=1)C=O.C([O-])([O-])=O.[Cs+].[Cs+].BrCC#N.[F:22][C:23]1[C:32]([CH3:33])=[CH:31][C:26]([O:27][CH2:28][C:29]#[N:30])=[C:25]([CH:34]=O)[CH:24]=1>C(#N)C>[F:22][C:23]1[C:32]([CH3:33])=[CH:31][C:26]2[O:27][C:28]([C:29]#[N:30])=[CH:34][C:25]=2[CH:24]=1 |f:1.2.3|. Reported procedure: To the solution of 5-fluoro-2-hydroxy-4-methylbenzaldehyde (500 mg, 3.24 mmol) in 10.5 ml acetonitrile in a microwave vial was added Cs2CO3 (1.268 g, 3.885 mmol), followed by 2-bromoacetonitrile (271 ul, 3.885 mmol). The reaction mixture was stirred at room temperature for 1 hr. LC/MS showed that all the starting material was converted to ring opened intermediate, 2-(4-fluoro-2-formyl-5-methylphenoxy)acetonitrile. LCMS retention time=1.19 minutes (R×NMON-Acidic:ZQ12); MS (m+1)=194.1. Then, the r... Starting materials: [Br-], CCOC(C)=O, O=C1c2ccc([N+](=O)[O-])cc2C(=O)N1c1ccc2c(c1)C=C2, [K+], [Mg+2], O=S(=O)([O-])[O-]. The product is Nc1ccc2c(c1)C(=O)N(c1ccc3c(c1)C=C3)C2=O. Reaction SMILES: [Br-:29].[CH3:31][CH2:32][O:33][C:34](=[O:35])[CH3:36].[CH:1]1=[CH:2][c:3]2[c:4]1[cH:5][cH:6][c:7]([N:9]1[C:10](=[O:22])[c:11]3[c:12]([cH:15][c:16]([N+:19]([O-:20])=[O:21])[cH:17][cH:18]3)[C:13]1=[O:14])[cH:8]2.[K+:30].[Mg+2:23].[O-:24][S:25]([O-:26])(=[O:27])=[O:28]>>[CH:1]1=[CH:2][c:3]2[c:4]1[cH:5][cH:6][c:7]([N:9]1[C:10](=[O:22])[c:11]3[c:12]([cH:15][c:16]([NH2:19])[cH:17][cH:18]3)[C:13]1=[O:14])[cH:8]2. The reactants are acid chloride, C1(CCCC1)CC(C(=O)O)C1=CC2=C(S(CC2)(=O)=O)C=C1 (3-cyclopentyl-2-(1,1-dioxo-2,3-dihydro-benzo[b]thiophen-5-yl)-propionic acid), C(C(=O)Cl)(=O)Cl (oxalyl chloride), NC1=NN(C=C1)CC(C)(O)C (1-(3-amino-pyrazol-1-yl)-2-methyl-propan-2-ol), N1=C(C=CC=C1C)C (2,6-lutidine). The reagents and catalysts are CN(C=O)C (N,N-dimethylformamide). Run in C(Cl)Cl (methylene chloride), C(Cl)Cl (methylene chloride), C(Cl)Cl (methylene chloride), C(Cl)Cl (methylene chloride), C(Cl)Cl (methylene chloride). Run at temperature 0 celsius, time 15 minute. Product: C1(CCCC1)CC(C(=O)NC1=NN(C=C1)CC(C)(C)O)C1=CC2=C(S(CC2)(=O)=O)C=C1 (3-cyclopentyl-2-(1,1-dioxo-2,3-dihydro-benzo[b]thiophen-5-yl)-N-[1-(2-hydroxy-2-methyl-propyl)-1H-pyrazol-3-yl]-propionamide). Isolated yield 62.5%. As a reaction SMILES: [CH:1]1([CH2:6][CH:7]([C:11]2[CH:21]=[CH:20][C:14]3[S:15](=[O:19])(=[O:18])[CH2:16][CH2:17][C:13]=3[CH:12]=2)[C:8]([OH:10])=O)[CH2:5][CH2:4][CH2:3][CH2:2]1.C(Cl)(=O)C(Cl)=O.[NH2:28][C:29]1[CH:33]=[CH:32][N:31]([CH2:34][C:35]([CH3:38])([OH:37])[CH3:36])[N:30]=1.N1C(C)=CC=CC=1C>C(Cl)Cl.CN(C)C=O>[CH:1]1([CH2:6][CH:7]([C:11]2[CH:21]=[CH:20][C:14]3[S:15](=[O:19])(=[O:18])[CH2:16][CH2:17][C:13]=3[CH:12]=2)[C:8]([NH:28][C:29]2[CH:33]=[CH:32][N:31]([CH2:34][C:35]([OH:37])([CH3:36])[CH3:38])[N:30]=2)=[O:10])[CH2:2][CH2:3][CH2:4][CH2:5]1. Procedure: A solution of 3-cyclopentyl-2-(1,1-dioxo-2,3-dihydro-benzo[b]thiophen-5-yl)-propionic acid (114 mg, 0.37 mmol) was dissolved in methylene chloride (5 mL) and N,N-dimethylformamide (one drop) and cooled to 0° C. To this solution was added dropwise a solution of oxalyl chloride in methylene chloride (2 M solution, 212 μL, 0.43 mmol) which produced gas evolution and it was stirred at 0° C. for 15 min and it was then allowed to warm to 25° C. and stirred for 1 h. After this time, the reaction was co... Starting materials: NC1=C(C(=O)NCCN2CCC3(C(NCN3C3=CC=C(C=C3)F)=O)CC2)C=CC(=C1)F (2-amino-4-fluoro-N-{2-[1-(4-fluorophenyl)-4-oxo-1,3,8-triazaspiro [4,5]dec-8-yl]ethyl}-benzamide), C(C)(=O)OC(C)=O (acetic acid anhydride), [OH-].[NH4+] (ammonium hydroxide). The solvent is O (water). Run at temperature 80 celsius, time 30 minute. Yields the product C(C)(=O)NC1=C(C(=O)NCCN2CCC3(C(NCN3C3=CC=C(C=C3)F)=O)CC2)C=CC(=C1)F (2-(acetylamino)-4-fluoro-N-{2-[1-(4-fluorophenyl)-4-oxo-1,3,8-triazaspiro-[4,5]dec-8-yl]ethyl}benzamide). RXN SMILES: [NH2:1][C:2]1[CH:30]=[C:29]([F:31])[CH:28]=[CH:27][C:3]=1[C:4]([NH:6][CH2:7][CH2:8][N:9]1[CH2:26][CH2:25][C:12]2([N:16]([C:17]3[CH:22]=[CH:21][C:20]([F:23])=[CH:19][CH:18]=3)[CH2:15][NH:14][C:13]2=[O:24])[CH2:11][CH2:10]1)=[O:5].[C:32](OC(=O)C)(=[O:34])[CH3:33].[OH-].[NH4+]>O>[C:32]([NH:1][C:2]1[CH:30]=[C:29]([F:31])[CH:28]=[CH:27][C:3]=1[C:4]([NH:6][CH2:7][CH2:8][N:9]1[CH2:26][CH2:25][C:12]2([N:16]([C:17]3[CH:18]=[CH:19][C:20]([F:23])=[CH:21][CH:22]=3)[CH2:15][NH:14][C:13]2=[O:24])[CH2:11][CH2:10]1)=[O:5])(=[O:34])[CH3:33] |f:2.3|. Reported procedure: A mixture of 9 parts of 2-amino-4-fluoro-N-{2-[1-(4-fluorophenyl)-4-oxo-1,3,8-triazaspiro [4,5]dec-8-yl]ethyl}-benzamide, 8.5 parts of acetic acid anhydride and 85 parts of water is stirred for 30 minutes in a water-bath at about 80° C. The reaction mixture is cooled and alkalized with ammonium hydroxide. The product is extracted with trichloromethane. The aqueous phase is separated and extracted with trichloromethane. The combined organic phases are washed three times with water, dried, filtere... Starting materials: NC1=C2N=C(N(C2=NC(=N1)S)CC1=CC=CC=C1)O (6-Amino-9-benzyl-8-hydroxy-2-mercaptopurine), C([O-])([O-])=O.[K+].[K+] (potassium carbonate), C1(C=2C(C(N1CCCCBr)=O)=CC=CC2)=O (4-phthalimidobutyl bromide). Solvent: CN(C=O)C (dimethylformamide). Reaction conditions: time 2 hour. Product: NC1=C2N=C(N(C2=NC(=N1)SCCCCN1C(C=2C(C1=O)=CC=CC2)=O)CC2=CC=CC=C2)O (6-Amino-9-benzyl-8-hydroxy-2-(4-phthalimidobutylthio)purine). The yield is 74.3%. Reaction SMILES: [NH2:1][C:2]1[N:10]=[C:9]([SH:11])[N:8]=[C:7]2[C:3]=1[N:4]=[C:5]([OH:19])[N:6]2[CH2:12][C:13]1[CH:18]=[CH:17][CH:16]=[CH:15][CH:14]=1.C(=O)([O-])[O-].[K+].[K+].[C:26]1(=[O:41])[N:30]([CH2:31][CH2:32][CH2:33][CH2:34]Br)[C:29](=[O:36])[C:28]2=[CH:37][CH:38]=[CH:39][CH:40]=[C:27]12>CN(C)C=O>[NH2:1][C:2]1[N:10]=[C:9]([S:11][CH2:34][CH2:33][CH2:32][CH2:31][N:30]2[C:26](=[O:41])[C:27]3=[CH:40][CH:39]=[CH:38][CH:37]=[C:28]3[C:29]2=[O:36])[N:8]=[C:7]2[C:3]=1[N:4]=[C:5]([OH:19])[N:6]2[CH2:12][C:13]1[CH:18]=[CH:17][CH:16]=[CH:15][CH:14]=1 |f:1.2.3|. Procedure: 6-Amino-9-benzyl-8-hydroxy-2-mercaptopurine (120 mg, 0.44 mmol) was suspended in dimethylformamide (10 ml). To the suspension were added potassium carbonate (60 mg, 0.43 mmol) and 4-phthalimidobutyl bromide (113 mg, 0.40 mmol) in order. The mixture was stirred at room temperature for 2 hours. The solvent was removed in vacuo, and water and methanol were added to the residue, and the resulting crystals were taken by filtration to give the subject compound (141 mg, yield 74%). Reactants: COc1ccc(C#N)cc1Br, CC(C)(C)P(C(C)(C)C)C(C)(C)C, CC(C)(C)P(C(C)(C)C)C(C)(C)C, CC[Sn](CC)(CC)CC, [Cl-], [Li+], CN(C)C=O, [Pd]. Product: CCc1cc(C#N)ccc1OC. RXN SMILES: [Br:1][c:2]1[cH:3][c:4]([C:5]#[N:6])[cH:7][cH:8][c:9]1[O:10][CH3:11].[C:29]([P:30]([C:31]([CH3:32])([CH3:33])[CH3:34])[C:35]([CH3:36])([CH3:37])[CH3:38])([CH3:39])([CH3:40])[CH3:41].[C:42]([P:43]([C:44]([CH3:45])([CH3:46])[CH3:47])[C:48]([CH3:49])([CH3:50])[CH3:51])([CH3:52])([CH3:53])[CH3:54].[CH2:12]([CH3:13])[Sn:14]([CH2:15][CH3:16])([CH2:17][CH3:18])[CH2:19][CH3:20].[Cl-:22].[Li+:21].[O:23]=[CH:24][N:25]([CH3:26])[CH3:27].[Pd:28]>>[c:2]1([CH2:12][CH3:13])[cH:3][c:4]([C:5]#[N:6])[cH:7][cH:8][c:9]1[O:10][CH3:11]. The reactants are BrC1=C(CCO)C=CC=C1 (2-bromophenethyl alcohol), C(C)(C)(C)OC(=O)N1C(C=C(C2=CC(=CC=C12)C1=C(C=CC=C1)OC)C(C)OS(=O)(=O)C)(C)C (4-(1-methanesulfonyloxyethyl)-6-(2-methoxyphenyl)-2,2-dimethyl-2H-quinoline-1-carboxylic acid tert-butyl ester), C[Si](C)(C)[N-][Si](C)(C)C.[Na+] (sodium bis(trimethylsilyl)amide). Run in CS(=O)C (DMSO), CS(=O)C (DMSO). Conditions: time 8 hour. Yields the product C(C)(C)(C)OC(=O)N1C(C=C(C2=CC(=CC=C12)C1=C(C=CC=C1)OC)C(C)OCCC1=C(C=CC=C1)Br)(C)C (4-{1-[2-(2-bromophenyl)ethoxy]ethyl}-6-(2-methoxyphenyl)-2,2-dimethyl-2H-quinoline-1-carboxylic acid tert-butyl ester). RXN SMILES: [Br:1][C:2]1[CH:10]=[CH:9][CH:8]=[CH:7][C:3]=1[CH2:4][CH2:5][OH:6].C[Si]([N-][Si](C)(C)C)(C)C.[Na+].[C:21]([O:25][C:26]([N:28]1[C:37]2[C:32](=[CH:33][C:34]([C:38]3[CH:43]=[CH:42][CH:41]=[CH:40][C:39]=3[O:44][CH3:45])=[CH:35][CH:36]=2)[C:31]([CH:46](OS(C)(=O)=O)[CH3:47])=[CH:30][C:29]1([CH3:54])[CH3:53])=[O:27])([CH3:24])([CH3:23])[CH3:22]>CS(C)=O>[C:21]([O:25][C:26]([N:28]1[C:37]2[C:32](=[CH:33][C:34]([C:38]3[CH:43]=[CH:42][CH:41]=[CH:40][C:39]=3[O:44][CH3:45])=[CH:35][CH:36]=2)[C:31]([CH:46]([O:6][CH2:5][CH2:4][C:3]2[CH:7]=[CH:8][CH:9]=[CH:10][C:2]=2[Br:1])[CH3:47])=[CH:30][C:29]1([CH3:53])[CH3:54])=[O:27])([CH3:24])([CH3:23])[CH3:22] |f:1.2|. Reported procedure: A mixture of 0.037 mL of 2-bromophenethyl alcohol and 1 mL of DMSO was treated with 0.277 mL of 1.0 M sodium bis(trimethylsilyl)amide, then 86 mg of 4-(1-methanesulfonyloxyethyl)-6-(2-methoxyphenyl)-2,2-dimethyl-2H-quinoline-1-carboxylic acid tert-butyl ester in 1 mL DMSO was added at room temperature. The reaction mixture was allowed to stir at room temperature overnight. TLC showed starting material was consumed. The reaction was quenched with water and the product was extracted with EtOAc thr...